Dataset: the Open Reaction Database (ORD), a public repository of structured organic reaction records. Task: describe an organic reaction: reactants, conditions, products, and yield Reactants: C(C1=CC=CC=C1)O[C@@H]1C(O[C@@]([C@@H]([C@H]1OCC1=CC=CC=C1)OCC1=CC=CC=C1)(OC)C1=CC(=C(C=C1)Cl)CC1=CC=C(C=C1)OC(F)(F)F)(CO)CO ([(3S,4S,5R,6S)-3,4,5-tribenzyloxy-6-[4-chloro-3-[[4-(trifluoromethoxy)phenyl]methyl]phenyl]-2-(hydroxymethyl)-6-methoxy-tetrahydropyran-2-yl]methanol), FC(C(=O)O)(F)F (trifluoroacetic acid). The solvent is ClCCl (dichloromethane). Reaction conditions: time 20 hour. The product is C(C1=CC=CC=C1)O[C@@H]1[C@@]2(CO[C@]([C@@H]([C@H]1OCC1=CC=CC=C1)OCC1=CC=CC=C1)(O2)C2=CC(=C(C=C2)Cl)CC2=CC=C(C=C2)OC(F)(F)F)CO ([(1S,2S,3S,4R,5S)-2,3,4-tribenzyloxy-5-[4-chloro-3-[[4-(trifluoromethoxy) phenyl]methyl]phenyl]-6,8-dioxabicyclo[3.2.1]octan-1-yl]methanol). Isolated yield 88.3%. RXN SMILES: [CH2:1]([O:8][C@H:9]1[C@H:14]([O:15][CH2:16][C:17]2[CH:22]=[CH:21][CH:20]=[CH:19][CH:18]=2)[C@@H:13]([O:23][CH2:24][C:25]2[CH:30]=[CH:29][CH:28]=[CH:27][CH:26]=2)[C@@:12]([C:33]2[CH:38]=[CH:37][C:36]([Cl:39])=[C:35]([CH2:40][C:41]3[CH:46]=[CH:45][C:44]([O:47][C:48]([F:51])([F:50])[F:49])=[CH:43][CH:42]=3)[CH:34]=2)([O:31]C)[O:11][C:10]1([CH2:54]O)[CH2:52][OH:53])[C:2]1[CH:7]=[CH:6][CH:5]=[CH:4][CH:3]=1.FC(F)(F)C(O)=O>ClCCl>[CH2:1]([O:8][C@H:9]1[C@H:14]([O:15][CH2:16][C:17]2[CH:22]=[CH:21][CH:20]=[CH:19][CH:18]=2)[C@@H:13]([O:23][CH2:24][C:25]2[CH:30]=[CH:29][CH:28]=[CH:27][CH:26]=2)[C@:12]2([C:33]3[CH:38]=[CH:37][C:36]([Cl:39])=[C:35]([CH2:40][C:41]4[CH:42]=[CH:43][C:44]([O:47][C:48]([F:50])([F:51])[F:49])=[CH:45][CH:46]=4)[CH:34]=3)[O:11][C@@:10]1([CH2:52][OH:53])[CH2:54][O:31]2)[C:2]1[CH:7]=[CH:6][CH:5]=[CH:4][CH:3]=1. Reported procedure: To a solution of [(3S,4S,5R,6S)-3,4,5-tribenzyloxy-6-[4-chloro-3-[[4-(trifluoromethoxy)phenyl]methyl]phenyl]-2-(hydroxymethyl)-6-methoxy-tetrahydropyran-2-yl]methanol 15n (0.57 g, 0.72 mmol) in dichloromethane (30 mL) was added trifluoroacetic acid (0.22 mL, 2.88 mmol) at room temperature. The mixture was stirred at room temperature for 20 hours. The reaction mixture was quenched with saturated aqueous sodium bicarbonate (10 mL) and extracted with dichloromethane (10 mL×2). The combined organic ... The reactants are CN(C=O)C (N,N-dimethylformamide), C(C)[Mg]Br (Ethylmagnesium bromide), BrC1=CC2=C(C=3N(CCO2)C=C(N3)I)C=C1 (9-bromo-2-iodo-5,6-dihydrobenzo[f]imidazo[1,2-d][1,4]oxazepine). Run in C(C)OCC (ethyl ether), O1CCCC1 (tetrahydrofuran). Conditions: temperature 15 celsius, time 20 minute. Yields the product BrC1=CC2=C(C=3N(CCO2)C=C(N3)C=O)C=C1 (9-bromo-5,6-dihydrobenzo[f]imidazo[1,2-d][1,4]oxazepine-2-carbaldehyde). Reaction SMILES: C([Mg]Br)C.[Br:5][C:6]1[CH:20]=[CH:19][C:9]2[C:10]3[N:11]([CH:15]=[C:16](I)[N:17]=3)[CH2:12][CH2:13][O:14][C:8]=2[CH:7]=1.CN(C)[CH:23]=[O:24]>C(OCC)C.O1CCCC1>[Br:5][C:6]1[CH:20]=[CH:19][C:9]2[C:10]3[N:11]([CH:15]=[C:16]([CH:23]=[O:24])[N:17]=3)[CH2:12][CH2:13][O:14][C:8]=2[CH:7]=1. Procedure details: Ethylmagnesium bromide in ethyl ether (3.0 M, 3.472 mL) was added dropwise to a solution of 9-bromo-2-iodo-5,6-dihydrobenzo[f]imidazo[1,2-d][1,4]oxazepine (1173 mg, 3.000 mmol) in 20 ml of tetrahydrofuran at −30° C. The mixture was stirred at this temperature for 20 min and allowed to warm to 15° C. The mixture was cooled to −25° C. again and N,N-dimethylformamide (929.2 uL, 12.00 mmol) was added. The mixture was left for 18 hours. The mixture was quenched with sat. aq. NH4Cl and extracted with ... Reactants: Cl (hydrochloric acid), C1(=CC=C(OC)C=C1)C(=O)CC1=CC=C(OC)C=C1 (desoxyanisoin), O1CCOCC1 (dioxane), Cl (hydrochloric acid). The reagents and catalysts are [Zn] (zinc). Run in C1(=CC=CC=C1)C (toluene). Yields the product COC1=CC=C(C=C1)CCC1=CC=C(C=C1)OC (1,2-Bis(4-methoxyphenyl)ethane). As a reaction SMILES: [C:1]1([C:9]([CH2:11][C:12]2[CH:19]=[CH:18][C:15]([O:16][CH3:17])=[CH:14][CH:13]=2)=O)[CH:8]=[CH:7][C:4]([O:5][CH3:6])=[CH:3][CH:2]=1.O1CCOCC1.Cl>[Zn].C1(C)C=CC=CC=1>[CH3:17][O:16][C:15]1[CH:14]=[CH:13][C:12]([CH2:11][CH2:9][C:1]2[CH:2]=[CH:3][C:4]([O:5][CH3:6])=[CH:7][CH:8]=2)=[CH:19][CH:18]=1. Procedure details: A mixture of 60 g of desoxyanisoin, 120 g of amalgamated zinc, 200 ml of dioxane, 100 ml of toluene and 200 ml of concentrated hydrochloric acid was refluxed for 24 hours. Another 50 ml of concentrated hydrochloric acid was added after the first 6 hours. The reaction mixture was cooled to room temperature and the organic layer was separated and mixed with 300 ml of ethyl acetate. It was washed with water, dried over anhydrous magnesium sulfate and concentrated to give 26 g of white waxy solid.